This data is from the Open Reaction Database (ORD), a public repository of structured organic reaction records. The task is: describe an organic reaction: reactants, conditions, products, and yield Reactants: C(CO)O (ethylene glycol), C(CCCCCCCCCCCCCCC)(=O)O (palmitic acid), C(C(=O)[O-])(=O)[O-].[Sn+2] (tin (II) oxalate). Run in O (water), O (water). Run at temperature 90 celsius, time 4 hour. The product is C(CCCCCCCCCCCCCCC)(=O)OCCOC(CCCCCCCCCCCCCCC)=O (Ethylene glycol dipalmitate). Reaction SMILES: [CH2:1]([OH:4])[CH2:2][OH:3].[C:5]([OH:22])(=O)[CH2:6][CH2:7][CH2:8][CH2:9][CH2:10][CH2:11][CH2:12][CH2:13][CH2:14][CH2:15][CH2:16][CH2:17][CH2:18][CH2:19][CH3:20].[C:23]([O-:28])(=O)[C:24]([O-])=O.[Sn+2]>O>[C:23]([O:3][CH2:2][CH2:1][O:4][C:5](=[O:22])[CH2:6][CH2:7][CH2:8][CH2:9][CH2:10][CH2:11][CH2:12][CH2:13][CH2:14][CH2:15][CH2:16][CH2:17][CH2:18][CH2:19][CH3:20])(=[O:28])[CH2:24][CH2:18][CH2:17][CH2:16][CH2:15][CH2:14][CH2:13][CH2:12][CH2:11][CH2:10][CH2:9][CH2:8][CH2:7][CH2:6][CH3:5] |f:2.3|. Procedure: 90 g ethylene glycol (Fluka), 571 g palmitic acid (Edenol C16 98-100, Cognis-Oleochemicals) and 0.3 g tin (II) oxalate Goldschmidt) were heated under nitrogen. The esterization reaction starts at approx. 170° C. with the formation of water. After 3 hrs the reaction water is drawn off again by applying a vacuum and the vacuum within 4 hrs reduced to approx. 15 mbar. The final temperature was 230° C. at an acid value <6 the reaction was ended. It was cooled to 90° C. and filtered. Yield 568 g, aci... Reactants: O=Cc1cccc(Cl)c1Br, CCC[Mg+], CCOCC, [Cl-], [Cl-], [Cl-], [Cl-], [NH4+], C1CCOC1, [Zn+2]. Yields the product CCCC(O)c1cccc(Cl)c1Br. Reaction SMILES: [Br:11][c:12]1[c:13]([CH:14]=[O:15])[cH:16][cH:17][cH:18][c:19]1[Cl:20].[CH2:2]([CH2:3][CH3:4])[Mg+:5].[CH3:6][CH2:7][O:8][CH2:9][CH3:10].[Cl-:1].[Cl-:21].[Cl-:28].[Cl-:30].[NH4+:22].[O:23]1[CH2:24][CH2:25][CH2:26][CH2:27]1.[Zn+2:29]>>[CH2:2]([CH2:3][CH3:4])[CH:14]([c:13]1[c:12]([Br:11])[c:19]([Cl:20])[cH:18][cH:17][cH:16]1)[OH:15].